Dataset: the Open Reaction Database (ORD), a public repository of structured organic reaction records. Task: describe an organic reaction: reactants, conditions, products, and yield Reactants: C(C1=CC=CC=C1)N1CC(OCC1)C1=CC=C(C=C1)N (4-(4-benzyl-morpholin-2-yl)-phenylamine), C(C)N(C(C)C)C(C)C (N-ethyldiisopropylamine), ClC1=C(C(=O)Cl)C(=CC=C1)Cl (2,6-dichlorobenzoyl chloride). The solvent is CC#N (CH3CN). Reaction conditions: time 1 hour. Product: C(C1=CC=CC=C1)N1CC(OCC1)C1=CC=C(C=C1)NC(C1=C(C=CC=C1Cl)Cl)=O (N-[4-(4-benzyl-morpholin-2-yl)-phenyl]-2,6-dichloro-benzamide). Yield: 76.8%. As a reaction SMILES: [CH2:1]([N:8]1[CH2:13][CH2:12][O:11][CH:10]([C:14]2[CH:19]=[CH:18][C:17]([NH2:20])=[CH:16][CH:15]=2)[CH2:9]1)[C:2]1[CH:7]=[CH:6][CH:5]=[CH:4][CH:3]=1.C(N(C(C)C)C(C)C)C.[Cl:30][C:31]1[CH:39]=[CH:38][CH:37]=[C:36]([Cl:40])[C:32]=1[C:33](Cl)=[O:34]>CC#N>[CH2:1]([N:8]1[CH2:13][CH2:12][O:11][CH:10]([C:14]2[CH:15]=[CH:16][C:17]([NH:20][C:33](=[O:34])[C:32]3[C:31]([Cl:30])=[CH:39][CH:38]=[CH:37][C:36]=3[Cl:40])=[CH:18][CH:19]=2)[CH2:9]1)[C:2]1[CH:3]=[CH:4][CH:5]=[CH:6][CH:7]=1. Reported procedure: To a mixture of 4-(4-benzyl-morpholin-2-yl)-phenylamine (0.48 g; 1.8 mmol), and N-ethyldiisopropylamine (0.92 mL; 5.4 mmol) in CH3CN (10 mL) was added 2,6-dichlorobenzoyl chloride (0.31 mL; 2.2 mmol), at 0° C. The resulting mixture was allowed to warm to RT, stirred for 1 h, and partitioned between Et2O and 5% aqueous NaHCO3. The organic layer was dried (Na2SO4), filtered, and concentrated in vacuo. The residue was purified by column chromatography (SiO2, Et2O) to afford N-[4-(4-benzyl-morpholin... Starting materials: C(C)N(CC)S(F)(F)F (diethylaminosulfur trifluoride), BrC=1C=CC2=C(C(=NC(C(N2)=O)O)C2=C(C=CC=C2)F)C1 (7-bromo-5-(2-fluorophenyl)-1,3-dihydro-3-hydroxy-2H-1,4-benzodiazepin-2-one), ice water. Run in C(Cl)Cl (methylene chloride). Product: FC1C(NC2=C(C(=N1)C1=C(C=CC=C1)F)C=C(C=C2)Br)=O (3-fluoro-7-bromo-5-(2-fluorophenyl)-1,3-dihydro-2H-1,4-benzodiazepin-2-one). The yield is 74.0%. RXN SMILES: [Br:1][C:2]1[CH:3]=[CH:4][C:5]2[NH:11][C:10](=[O:12])[CH:9](O)[N:8]=[C:7]([C:14]3[CH:19]=[CH:18][CH:17]=[CH:16][C:15]=3[F:20])[C:6]=2[CH:21]=1.C(N(S(F)(F)[F:28])CC)C>C(Cl)Cl>[F:28][CH:9]1[N:8]=[C:7]([C:14]2[CH:19]=[CH:18][CH:17]=[CH:16][C:15]=2[F:20])[C:6]2[CH:21]=[C:2]([Br:1])[CH:3]=[CH:4][C:5]=2[NH:11][C:10]1=[O:12]. Reported procedure: A stirred suspension of 4.2 g (0.012 mole) of 7-bromo-5-(2-fluorophenyl)-1,3-dihydro-3-hydroxy-2H-1,4-benzodiazepin-2-one in 200 ml methylene chloride was cooled to -70°, and 5 ml (0.04 mole) of diethylaminosulfur trifluoride was added dropwise. The reaction mixture was allowed to warm to -10°, and held at this temperature until most of the solid had dissolved. The reaction mixture was poured into ice-water and stirred vigorously. The organic layer was separated, washed with water, dried (MgSO4)... Reactants: Cl (hydrochloric acid), [OH-].[Na+] (sodium hydroxide), ClC1=CC=C(OC2=C(N(C3=CC=C(C=C23)F)CC(=O)OCC)C)C=C1 (3-(4-Chlorophenoxy)-5-fluoro-2-methyl-1H-indole-1-acetic acid, ethyl ester), O (water). The solvent is C1CCOC1 (THF). The product is ClC1=CC=C(OC2=C(N(C3=CC=C(C=C23)F)CC(=O)O)C)C=C1 (3-(4-Chlorophenoxy)-5-fluoro-2-methyl-1H-indole-1-acetic acid). Reaction SMILES: [OH-].[Na+].[Cl:3][C:4]1[CH:27]=[CH:26][C:7]([O:8][C:9]2[C:17]3[C:12](=[CH:13][CH:14]=[C:15]([F:18])[CH:16]=3)[N:11]([CH2:19][C:20]([O:22]CC)=[O:21])[C:10]=2[CH3:25])=[CH:6][CH:5]=1.O.Cl>C1COCC1>[Cl:3][C:4]1[CH:27]=[CH:26][C:7]([O:8][C:9]2[C:17]3[C:12](=[CH:13][CH:14]=[C:15]([F:18])[CH:16]=3)[N:11]([CH2:19][C:20]([OH:22])=[O:21])[C:10]=2[CH3:25])=[CH:6][CH:5]=1 |f:0.1|. Procedure details: A solution of 2M sodium hydroxide (3 ml) was added to a stirred mixture of the product from step (ii) (0.36 g), water (10 ml) and THF (10 ml). After 2 h the solution was acidified with 2M hydrochloric acid and extracted with diethylether. The organics were washed with water, dried and evaporated under reduced pressure. The residue was recrystallised from diethylether/isohexane. Yield 138 mg